This data is from the Open Reaction Database (ORD), a public repository of structured organic reaction records. The task is: describe an organic reaction: reactants, conditions, products, and yield The reactants are CCOP(=O)(CC(C)=O)OCC, COc1ccc(OCCCCCCCI)c(Cl)c1, [LiH]. Yields the product CCOP(=O)(OCC)C(CCCCCCCOc1ccc(OC)cc1Cl)C(C)=O. RXN SMILES: [CH2:2]([C:3](=[O:4])[CH3:5])[P:6]([O:7][CH2:8][CH3:9])([O:10][CH2:11][CH3:12])=[O:13].[Cl:14][c:15]1[c:16]([O:17][CH2:18][CH2:19][CH2:20][CH2:21][CH2:22][CH2:23][CH2:24][I:25])[cH:26][cH:27][c:28]([O:30][CH3:31])[cH:29]1.[LiH:1]>>[CH:2]([C:3](=[O:4])[CH3:5])([P:6]([O:7][CH2:8][CH3:9])([O:10][CH2:11][CH3:12])=[O:13])[CH2:24][CH2:23][CH2:22][CH2:21][CH2:20][CH2:19][CH2:18][O:17][c:16]1[c:15]([Cl:14])[cH:29][c:28]([O:30][CH3:31])[cH:27][cH:26]1.